Dataset: the Open Reaction Database (ORD), a public repository of structured organic reaction records. Task: describe an organic reaction: reactants, conditions, products, and yield Starting materials: CC(C)(C)OC(=O)N1CCN(c2ccc(NC(=O)c3nc(-c4ccccc4)oc3C(F)(F)F)cc2)CC1, Cl, C1COCCO1. Product: Cl, O=C(Nc1ccc(N2CCNCC2)cc1)c1nc(-c2ccccc2)oc1C(F)(F)F. RXN SMILES: [C:2]([O:3][C:4](=[O:5])[N:9]1[CH2:10][CH2:11][N:12]([c:15]2[cH:16][cH:17][c:18]([NH:21][C:22](=[O:23])[c:24]3[n:25][c:26](-[c:33]4[cH:34][cH:35][cH:36][cH:37][cH:38]4)[o:27][c:28]3[C:29]([F:30])([F:31])[F:32])[cH:19][cH:20]2)[CH2:13][CH2:14]1)([CH3:6])([CH3:7])[CH3:8].[ClH:1].[O:39]1[CH2:40][CH2:41][O:42][CH2:43][CH2:44]1>>[ClH:1].[NH:9]1[CH2:10][CH2:11][N:12]([c:15]2[cH:16][cH:17][c:18]([NH:21][C:22](=[O:23])[c:24]3[n:25][c:26](-[c:33]4[cH:34][cH:35][cH:36][cH:37][cH:38]4)[o:27][c:28]3[C:29]([F:30])([F:31])[F:32])[cH:19][cH:20]2)[CH2:13][CH2:14]1. Starting materials: ClC=1C=CC(=C(C1)C1CC(C=2C(=CN=NC2C1)C)=O)F (7-(5-chloro-2-fluorophenyl)-4-methyl-5,6,7,8-tetrahydrocinnolin-5-one), C(=N)(N)NN.Cl (aminoguanidine hydrochloride), Cl (hydrochloric acid). Solvent: C(C)O (ethanol). Reaction conditions: temperature 110 celsius, time 2 hour. Yields the product Cl.ClC=1C=CC(=C(C1)C1CC(C=2C(=CN=NC2C1)C)=NNC(=N)N)F (7-(5-chloro-2-fluorophenyl)-5-guanidinoimino-4-methyl-5,6,7,8-tetrahydrocinnoline hydrochloride). Isolated yield 158.6%. RXN SMILES: [Cl:1][C:2]1[CH:3]=[CH:4][C:5]([F:20])=[C:6]([CH:8]2[CH2:17][C:16]3[N:15]=[N:14][CH:13]=[C:12]([CH3:18])[C:11]=3[C:10](=O)[CH2:9]2)[CH:7]=1.[C:21]([NH:24][NH2:25])([NH2:23])=[NH:22].Cl.Cl>C(O)C>[ClH:1].[Cl:1][C:2]1[CH:3]=[CH:4][C:5]([F:20])=[C:6]([CH:8]2[CH2:17][C:16]3[N:15]=[N:14][CH:13]=[C:12]([CH3:18])[C:11]=3[C:10](=[N:25][NH:24][C:21]([NH2:23])=[NH:22])[CH2:9]2)[CH:7]=1 |f:1.2,5.6|. Procedure: To a mixture of 7-(5-chloro-2-fluorophenyl)-4-methyl-5,6,7,8-tetrahydrocinnolin-5-one (0.33 g) and aminoguanidine hydrochloride (0.133 g) in ethanol (4 ml) was added concentrated hydrochloric acid (0.1 ml), and the mixture was stirred at 110° C. (bath) for 2 hours. The reaction solution was cooled to room temperature, and the crystals were filtered and dried to give 7-(5-chloro-2-fluorophenyl)-5-guanidinoimino-4-methyl-5,6,7,8-tetrahydrocinnoline hydrochloride (Compound 175) (0.345 g) as blue gr...